This data is from the Open Reaction Database (ORD), a public repository of structured organic reaction records. The task is: describe an organic reaction: reactants, conditions, products, and yield Starting materials: C(C)(=O)OC=1C(C(=O)O)=CC=CC1 (acetylsalicyclic acid), FC(OC1=CC=C(N)C=C1)(F)F (4trifluoromethoxyaniline). Yields the product FC(OC1=CC=C(C=C1)NC(C1=C(C=CC=C1)O)=O)(F)F (N-(4-trifluoromethoxyphenyl)-2-hydroxybenzamide). As a reaction SMILES: C([O:4][C:5]1[C:6](=[CH:10][CH:11]=[CH:12][CH:13]=1)[C:7]([OH:9])=O)(=O)C.[F:14][C:15]([F:25])([F:24])[O:16][C:17]1[CH:23]=[CH:22][C:20]([NH2:21])=[CH:19][CH:18]=1>>[F:14][C:15]([F:24])([F:25])[O:16][C:17]1[CH:18]=[CH:19][C:20]([NH:21][C:7](=[O:9])[C:6]2[CH:10]=[CH:11][CH:12]=[CH:13][C:5]=2[OH:4])=[CH:22][CH:23]=1. Procedure details: This compound was obtained as a white solid starting from acetylsalicyclic acid and 4trifluoromethoxyaniline using the same procedure described in example 5. The reactants are OCC#Cc1ccc2c(-c3ccc(Br)cc3)nsc2c1, C, O=S(=O)(Cl)Cl. Yields the product CS(=O)(=O)OCC#Cc1ccc2c(-c3ccc(Br)cc3)nsc2c1. Reaction SMILES: [Br:1][c:2]1[cH:3][cH:4][c:5](-[c:8]2[n:9][s:10][c:11]3[c:12]2[cH:13][cH:14][c:15]([C:17]#[C:18][CH2:19][OH:20])[cH:16]3)[cH:6][cH:7]1.[CH4:26].[S:21](=[O:22])(=[O:23])([Cl:24])[Cl:25]>>[Br:1][c:2]1[cH:3][cH:4][c:5](-[c:8]2[n:9][s:10][c:11]3[c:12]2[cH:13][cH:14][c:15]([C:17]#[C:18][CH2:19][O:20][S:21](=[O:22])(=[O:23])[CH3:26])[cH:16]3)[cH:6][cH:7]1. The reactants are O (water), BrC=1C=CC(=C(C=O)C1)O (5-bromo-2-hydroxybenzaldehyde), C1(=CC=C(C=C1)S(=O)(=O)OC[C@H]1CO1)C ((R)-glycidyl 4-toluenesulphonate), C([O-])([O-])=O.[K+].[K+] (potassium carbonate). The solvent is CN(C=O)C (dimethylformamide). Conditions: temperature 60 celsius, time 24 hour. The product is BrC=1C=CC(=C(C=O)C1)OC[C@H]1CO1 ((R)-5-bromo-2-(2,3-epoxypropoxy)benzaldehyde). Isolated yield 59.1%. Reaction SMILES: [Br:1][C:2]1[CH:3]=[CH:4][C:5]([OH:10])=[C:6]([CH:9]=1)[CH:7]=[O:8].C1(C)C=CC(S(O[CH2:21][C@@H:22]2[O:24][CH2:23]2)(=O)=O)=CC=1.C(=O)([O-])[O-].[K+].[K+].O>CN(C)C=O>[Br:1][C:2]1[CH:3]=[CH:4][C:5]([O:10][CH2:21][C@@H:22]2[O:24][CH2:23]2)=[C:6]([CH:9]=1)[CH:7]=[O:8] |f:2.3.4|. Procedure: A mixture of 5-bromo-2-hydroxybenzaldehyde (68.75 g), (R)-glycidyl 4-toluenesulphonate (65 g) and potassium carbonate (47.3 g) in dry dimethylformamide (1.5 L) was stirred and heated at 60° C. under nitrogen for 24 hours, then cooled and allowed to stand at ambient temperature for 24 hours. The mixture was poured into water (2 L) then extracted with ether (4×400 ml). The combined extracts were washed with brine (4×500 ml), dried over magnesium sulphate, and the solvent removed in vacuo to give a... The reactants are ClCCCl, Cc1cnc(C2(N)CC2)o1, ClCCl, Cl, CNC(=O)c1c(-c2ccc(F)cc2)oc2ccc(-c3cc(C(=O)O)c(OC)cc3C)cc12, On1nnc2ccccc21. Yields the product CNC(=O)c1c(-c2ccc(F)cc2)oc2ccc(-c3cc(C(=O)NC4(c5ncc(C)o5)CC4)c(OC)cc3C)cc12. RXN SMILES: [CH2:53]([Cl:54])[CH2:55][Cl:56].[CH3:33][c:34]1[cH:35][n:36][c:37]([C:39]2([NH2:42])[CH2:40][CH2:41]2)[o:38]1.[Cl:58][CH2:59][Cl:60].[ClH:57].[F:1][c:2]1[cH:3][cH:4][c:5](-[c:8]2[o:9][c:10]3[c:11]([c:12]2[C:13]([NH:14][CH3:15])=[O:16])[cH:17][c:18](-[c:21]2[c:22]([CH3:32])[cH:23][c:24]([O:30][CH3:31])[c:25]([C:26](=[O:27])[OH:28])[cH:29]2)[cH:19][cH:20]3)[cH:6][cH:7]1.[OH:43][n:44]1[c:45]2[c:46]([cH:47][cH:48][cH:49][cH:50]2)[n:51][n:52]1>>[F:1][c:2]1[cH:3][cH:4][c:5](-[c:8]2[o:9][c:10]3[c:11]([c:12]2[C:13]([NH:14][CH3:15])=[O:16])[cH:17][c:18](-[c:21]2[c:22]([CH3:32])[cH:23][c:24]([O:30][CH3:31])[c:25]([C:26](=[O:27])[NH:42][C:39]4([c:37]5[n:36][cH:35][c:34]([CH3:33])[o:38]5)[CH2:40][CH2:41]4)[cH:29]2)[cH:19][cH:20]3)[cH:6][cH:7]1. The product is NC1(c2ccc(I)cc2)CC1. As a reaction SMILES: [CH2:10]([CH3:11])[Br:12].[CH3:17][CH2:18][O:19][CH2:20][CH3:21].[ClH:14].[I:1][c:2]1[cH:3][cH:4][c:5]([C:6]#[N:7])[cH:8][cH:9]1.[Mg:13].[Na+:16].[OH-:15]>>[I:1][c:2]1[cH:3][cH:4][c:5]([C:6]2([NH2:7])[CH2:10][CH2:11]2)[cH:8][cH:9]1. The reactants are CCBr, CCOCC, Cl, N#Cc1ccc(I)cc1, [Mg], [Na+], [OH-]. As a reaction SMILES: [F:1][c:2]1[c:3]([CH2:8][CH2:9][C:10](=[O:11])[O:12][CH2:13][CH3:14])[cH:4][cH:5][cH:6][cH:7]1.[Na+:16].[OH-:15].[OH2:17]>>[F:1][c:2]1[c:3]([CH2:8][CH2:9][C:10](=[O:11])[OH:12])[cH:4][cH:5][cH:6][cH:7]1. The reactants are CCOC(=O)CCc1ccccc1F, [Na+], [OH-], O. Yields the product O=C(O)CCc1ccccc1F.